From a dataset of the Open Reaction Database (ORD), a public repository of structured organic reaction records. describe an organic reaction: reactants, conditions, products, and yield The reactants are FC=1C=C(C=CC1F)NC(CCl)=O (N-(3,4-difluorophenyl)chloroacetamide), [Cl-].[Al+3].[Cl-].[Cl-] (aluminum chloride). Run in ice. Reaction conditions: time 4.5 hour. The product is FC=1C=C2CC(NC2=CC1F)=O (5,6-difluoro-oxindole). RXN SMILES: [F:1][C:2]1[CH:3]=[C:4]([NH:9][C:10](=[O:13])[CH2:11]Cl)[CH:5]=[CH:6][C:7]=1[F:8].[Cl-].[Al+3].[Cl-].[Cl-]>>[F:8][C:7]1[CH:6]=[C:5]2[C:4](=[CH:3][C:2]=1[F:1])[NH:9][C:10](=[O:13])[CH2:11]2 |f:1.2.3.4|. Procedure details: A mixture of N-(3,4-difluorophenyl)chloroacetamide (14 mmol) and aluminum chloride (54 mmol) was stirred and heated to 200-210 deg C. in a silicon oil bath for 4.5 h. On cooling, 40 mL of ice cold hydrochloric acid was added to the reaction mixture. The solid residue was removed by vacuum filtration and purified by column chromatography with hexane-ethyl acetate (1:1) as eluting solvent. The yield for this step was 40.7%. 1HNMR (300 MHz, in DMSO-d6) δ 10.46 (s, 1H, NH), 7.33 (t, J=8.7 Hz, 1H, Ar... Reactants: C(C1=CC=CC=C1)[C@H]1N(C(OC1)=O)C(\C=C\CCCC)=O ((4R)-4-benzyl-3-[(E)-2-heptenoyl]-1,3-oxazolidin-2-one), C(CCC)[Mg]Cl (n-butyl magnesium chloride), BrN1C(CCC1=O)=O (N-Bromosuccinimide). The reagents and catalysts are [Cu](Br)Br (copper bromide). Run in C1CCOC1 (THF), C1CCOC1 (THF), CSC (dimethyl sulfide). Run at temperature -40 celsius, time 20 minute. The product is C(C1=CC=CC=C1)[C@H]1N(C(OC1)=O)C([C@@H](C(CCCC)CCCC)Br)=O ((4R)-4-benzyl-3-[(2R)-2-bromo-3-butylheptanoyl]-1,3-oxazolidin-2-one). Reaction SMILES: [CH2:1]([Mg]Cl)[CH2:2][CH2:3][CH3:4].[CH2:7]([C@@H:14]1[CH2:18][O:17][C:16](=[O:19])[N:15]1[C:20](=[O:27])/[CH:21]=[CH:22]/[CH2:23][CH2:24][CH2:25][CH3:26])[C:8]1[CH:13]=[CH:12][CH:11]=[CH:10][CH:9]=1.[Br:28]N1C(=O)CCC1=O>C1COCC1.CSC.[Cu](Br)Br>[CH2:7]([C@@H:14]1[CH2:18][O:17][C:16](=[O:19])[N:15]1[C:20](=[O:27])[C@H:21]([Br:28])[CH:22]([CH2:1][CH2:2][CH2:3][CH3:4])[CH2:23][CH2:24][CH2:25][CH3:26])[C:8]1[CH:9]=[CH:10][CH:11]=[CH:12][CH:13]=1. Reported procedure: A slurry of copper bromide (I) dimethyl sulfide complex (5.132 g, 24.967 mmol) in THF (60 mL) and dimethyl sulfide (30 mL) as a co-solvent was cooled to −40° C. and n-butyl magnesium chloride (25 mL, 49.93 mmol) was added dropwise for 10 min and stirred for 20 min while warning to −15° C. The black slurry was cooled to −40° C. and (4R)-4-benzyl-3-[(E)-2-heptenoyl]-1,3-oxazolidin-2-one (6 g, 20.80 mmol) was added dropwise over 10 min as a solution in THF (20 mL) at −40° C. The reaction was let wa... Reactants: F[C@@]12[C@]3(C=CC(C=C3CC[C@H]1[C@@H]1CC=C(C(CO)=O)[C@]1(C[C@@H]2O)C)=O)C (9-fluoro-11β,21-dihydroxypregna-1,4,16-triene-3,20-dione), 21-acetate, C(C)(=O)OC(C)=O (acetic anhydride), B(F)(F)F.CCOCC (boron trifluoride etherate), B(F)(F)F.CCOCC (boron trifluoride etherate). Run in ClCCl (dichloromethane), ClCCl (dichloromethane). Reaction conditions: time 1.5 hour. Yields the product C(C)(=O)O[C@@H]1[C@@]2([C@]3(C=CC(C=C3CC[C@H]2[C@@H]2CC=C(C(COC(C)=O)=O)[C@]2(C1)C)=O)C)F (11β,21-bis(Acetyloxy)-9-fluoropregna-1,4,16-triene-3,20-dione). Reaction SMILES: [F:1][C@:2]12[C@@H:22]([OH:23])[CH2:21][C@@:20]3([CH3:24])[C@@H:12]([CH2:13][CH:14]=[C:15]3[C:16](=[O:19])[CH2:17][OH:18])[C@@H:11]1[CH2:10][CH2:9][C:8]1[C@:3]2([CH3:26])[CH:4]=[CH:5][C:6](=[O:25])[CH:7]=1.[C:27](OC(=O)C)(=[O:29])[CH3:28].B(F)(F)F.[CH3:38][CH2:39][O:40]CC>ClCCl>[C:27]([O:23][C@H:22]1[CH2:21][C@@:20]2([CH3:24])[C@@H:12]([CH2:13][CH:14]=[C:15]2[C:16](=[O:19])[CH2:17][O:18][C:39](=[O:40])[CH3:38])[C@H:11]2[C@@:2]1([F:1])[C@:3]1([CH3:26])[C:8]([CH2:9][CH2:10]2)=[CH:7][C:6](=[O:25])[CH:5]=[CH:4]1)(=[O:29])[CH3:28] |f:2.3|. Procedure: A solution of 5 g of 9-fluoro-11β,21-dihydroxypregna-1,4,16-triene-3,20-dione, 21-acetate, 50 ml each of acetic anhydride and dichloromethane and 2.5 ml of boron trifluoride etherate is stirred at room temperature under nitrogen for 2.5 hours. Because the reaction is slow, another 1.5 ml of boron trifluoride etherate is added and the reaction is continued for another 1.5 hours. The resulting solution is diluted with 200 ml of dichloromethane, washed with a saturated sodium bicarbonate solution a... Starting materials: Cl (hydrochloric acid), C(CC(=O)OCC)(=O)OCC (diethyl malonate), [Cl-].[Mg+2].[Cl-] (magnesium chloride), C(CC)(=O)Cl (propionyl chloride). Solvent: C(C)#N (acetonitrile), C(C)N(CC)CC (Triethylamine). Run at temperature 7.5 celsius, time 1 hour. The product is C(CC)(=O)C(C(=O)OCC)C(=O)OCC (diethyl propanoylpropanedioate). Isolated yield 89.1%. Reaction SMILES: [C:1]([O:9][CH2:10][CH3:11])(=[O:8])[CH2:2][C:3]([O:5][CH2:6][CH3:7])=[O:4].[Cl-].[Mg+2].[Cl-].[C:15](Cl)(=[O:18])[CH2:16][CH3:17].Cl>C(N(CC)CC)C.C(#N)C>[C:15]([CH:2]([C:3]([O:5][CH2:6][CH3:7])=[O:4])[C:1]([O:9][CH2:10][CH3:11])=[O:8])(=[O:18])[CH2:16][CH3:17] |f:1.2.3|. Procedure details: To a mixture of diethyl malonate (704 g, e.g. available from Spectrochem) and acetonitrile (3.8 L) was added anhydrous magnesium chloride immediately (419 g, e.g. available from Lancaster). Triethylamine (1222 ml) was added dropwise, maintaining the temperature at 5-10° C., followed by the dropwise addition of propionyl chloride (406 g), maintaining the temperature at or below 30° C. The reaction mixture was kept at 10-15° C. for 1 hour, and then the mixture was kept overnight at room temperatur... The reactants are ethanolic-hydrogen chloride, [Br-].[Br-].C(C=C)C1=C(C=CC=C1)O (2-Allylphenol dibromide), [O-]CC.[Na+] (sodium ethoxide). The solvent is C(C)O (ethanol), C(C)O (ethanol), C(C)O (ethanol). Yields the product O1C(CC2=C1C=CC=C2)CBr ((2,3-Dihydro-2-benzofuranyl)-methyl bromide). The yield is 79.7%. Reaction SMILES: [Br-:1].[Br-].[CH2:3]([C:6]1[CH:11]=[CH:10][CH:9]=[CH:8][C:7]=1[OH:12])[CH:4]=[CH2:5].[O-]CC.[Na+]>C(O)C>[O:12]1[C:7]2[CH:8]=[CH:9][CH:10]=[CH:11][C:6]=2[CH2:3][CH:4]1[CH2:5][Br:1] |f:0.1.2,3.4|. Procedure details: A solution of bromine (90 g) in carbon disulphide (100 ml) was added dropwise to a well stirred solution of O-acetyl-2-allylphenol (100 g) in carbon disulphide (300 ml) at -10° C. over 1 hour. The solution was evaporated to dryness in vacuo, to afford O-acetyl-2-allylphenol dibromide which was immediately dissolved in dry ethanol (300 ml) containing 10 ml of a saturated ethanolic-hydrogen chloride solution. The solution was heated under gentle reflux for 2 hours, and then evaporated to dryness i... Starting materials: OC1CN2C(C(COCCCC=CC3CC3(NC(C2C1)=O)C(=O)NS(=O)(=O)C1CC1)NC(=O)OC(C)(C)C)=O (18-hydroxy-14-tert-butoxycarbonylamino-4-cyclopropylsulfonylaminocarbonyl-2,15-dioxo-3,16-diaza-12-oxatricyclo[14.3.0.04,6]-nonadec-7-ene), O(C1=CC=CC=C1)C1=CC=C(C=C1)N=C=O (4-phenoxyphenyl isocyanate). Product: O(C1=CC=CC=C1)C1=CC=C(C=C1)NC(=O)OC1CN2C(C(COCCCC=CC3CC3(NC(C2C1)=O)C(=O)NS(=O)(=O)C1CC1)NC(=O)OC(C)(C)C)=O (18-(4-phenoxyphenylaminocabonyloxy)-14-tert-butoxycarbonylamino-4-cyclopropylsulfonylaminocarbonyl-2,15-dioxo-3,16-diaza-12-oxatricyclo-[14.3.0.04,6]-nonadec-7-ene). Yield: 38.0%. As a reaction SMILES: [OH:1][CH:2]1[CH2:20][CH:19]2[N:4]([C:5](=[O:39])[CH:6]([NH:31][C:32]([O:34][C:35]([CH3:38])([CH3:37])[CH3:36])=[O:33])[CH2:7][O:8][CH2:9][CH2:10][CH2:11][CH:12]=[CH:13][CH:14]3[C:16]([C:22]([NH:24][S:25]([CH:28]4[CH2:30][CH2:29]4)(=[O:27])=[O:26])=[O:23])([NH:17][C:18]2=[O:21])[CH2:15]3)[CH2:3]1.[O:40]([C:47]1[CH:52]=[CH:51][C:50]([N:53]=[C:54]=[O:55])=[CH:49][CH:48]=1)[C:41]1[CH:46]=[CH:45][CH:44]=[CH:43][CH:42]=1>>[O:40]([C:47]1[CH:48]=[CH:49][C:50]([NH:53][C:54]([O:1][CH:2]2[CH2:20][CH:19]3[N:4]([C:5](=[O:39])[CH:6]([NH:31][C:32]([O:34][C:35]([CH3:36])([CH3:38])[CH3:37])=[O:33])[CH2:7][O:8][CH2:9][CH2:10][CH2:11][CH:12]=[CH:13][CH:14]4[C:16]([C:22]([NH:24][S:25]([CH:28]5[CH2:29][CH2:30]5)(=[O:26])=[O:27])=[O:23])([NH:17][C:18]3=[O:21])[CH2:15]4)[CH2:3]2)=[O:55])=[CH:51][CH:52]=1)[C:41]1[CH:42]=[CH:43][CH:44]=[CH:45][CH:46]=1. Procedure: Prepared by way of method III using 18-hydroxy-14-tert-butoxycarbonylamino-4-cyclopropylsulfonylaminocarbonyl-2,15-dioxo-3,16-diaza-12-oxatricyclo[14.3.0.04,6]-nonadec-7-ene (100 mg, 0.175 mmol) and 4-phenoxyphenyl isocyanate (111 mg, 0.53 mmol). The final trituration (diethyl ether/hexane) and filtration gave 52 mg (38%) of 18-(4-phenoxyphenylaminocabonyloxy)-14-tert-butoxycarbonylamino-4-cyclopropylsulfonylaminocarbonyl-2,15-dioxo-3,16-diaza-12-oxatricyclo-[14.3.0.04,6]-nonadec-7-ene as a whit... Reactants: [Cl-], O=C(Nc1ccc(Oc2ccnc3[nH]ncc23)cc1)Nc1ccc(CCF)c(C(F)(F)F)c1, [H-], CI, [NH4+], [Na+], CN(C)C=O. The product is Cn1ncc2c(Oc3ccc(NC(=O)Nc4ccc(CCF)c(C(F)(F)F)c4)cc3)ccnc21. RXN SMILES: [Cl-:38].[F:1][CH2:2][CH2:3][c:4]1[c:5]([C:30]([F:31])([F:32])[F:33])[cH:6][c:7]([NH:10][C:11](=[O:12])[NH:13][c:14]2[cH:15][cH:16][c:17]([O:20][c:21]3[c:22]4[c:23]([n:24][cH:25][cH:26]3)[nH:27][n:28][cH:29]4)[cH:18][cH:19]2)[cH:8][cH:9]1.[H-:34].[I:36][CH3:37].[NH4+:39].[Na+:35].[O:40]=[CH:41][N:42]([CH3:43])[CH3:44]>>[F:1][CH2:2][CH2:3][c:4]1[c:5]([C:30]([F:31])([F:32])[F:33])[cH:6][c:7]([NH:10][C:11](=[O:12])[NH:13][c:14]2[cH:15][cH:16][c:17]([O:20][c:21]3[c:22]4[c:23]([n:24][cH:25][cH:26]3)[n:27]([CH3:37])[n:28][cH:29]4)[cH:18][cH:19]2)[cH:8][cH:9]1.